Dataset: the Open Reaction Database (ORD), a public repository of structured organic reaction records. Task: describe an organic reaction: reactants, conditions, products, and yield The reactants are COc1ccc(N2CCOCC2)cc1Br, O=C1Nc2ccc(Cl)cc2C1=O. The product is COc1ccc(N2CCOCC2)cc1C1(O)C(=O)Nc2ccc(Cl)cc21. Reaction SMILES: [Br:1][c:2]1[cH:3][c:4]([N:10]2[CH2:11][CH2:12][O:13][CH2:14][CH2:15]2)[cH:5][cH:6][c:7]1[O:8][CH3:9].[Cl:16][c:17]1[cH:18][c:19]2[c:23]([cH:24][cH:25]1)[NH:22][C:21](=[O:26])[C:20]2=[O:27]>>[c:2]1([C:20]2([OH:27])[c:19]3[cH:18][c:17]([Cl:16])[cH:25][cH:24][c:23]3[NH:22][C:21]2=[O:26])[cH:3][c:4]([N:10]2[CH2:11][CH2:12][O:13][CH2:14][CH2:15]2)[cH:5][cH:6][c:7]1[O:8][CH3:9]. The reactants are ClCC(=O)O (chloroacetic acid), C(CCCCCCCCCCCCCCC)OCC(COC(C1=CC=CC=C1)(C1=CC=CC=C1)C1=CC=C(C=C1)OC)O (1-(hexadecyloxy)-3-[(4-methoxyphenyl)diphenylmethoxy]-2-propanol), O (water), [H-].[Na+] (sodium hydride). Run in C1(=CC=CC=C1)C (toluene), C1(=CC=CC=C1)C (toluene), C1(=CC=CC=C1)C (toluene). The product is C(CCCCCCCCCCCCCCC)OCC(OCC(=O)O)CO ([2- (Hexadecyloxy)-1- (hydroxymethyl)ethoxy]acetic acid). Isolated yield 53.5%. As a reaction SMILES: [H-].[Na+].Cl[CH2:4][C:5]([OH:7])=[O:6].[CH2:8]([O:24][CH2:25][CH:26]([OH:50])[CH2:27][O:28]C(C1C=CC(OC)=CC=1)(C1C=CC=CC=1)C1C=CC=CC=1)[CH2:9][CH2:10][CH2:11][CH2:12][CH2:13][CH2:14][CH2:15][CH2:16][CH2:17][CH2:18][CH2:19][CH2:20][CH2:21][CH2:22][CH3:23].O>C1(C)C=CC=CC=1>[CH2:8]([O:24][CH2:25][CH:26]([CH2:27][OH:28])[O:50][CH2:4][C:5]([OH:7])=[O:6])[CH2:9][CH2:10][CH2:11][CH2:12][CH2:13][CH2:14][CH2:15][CH2:16][CH2:17][CH2:18][CH2:19][CH2:20][CH2:21][CH2:22][CH3:23] |f:0.1|. Procedure: To a suspension of 13.1 g of 50% sodium hydride in 200 ml of toluene was add a solution of 12.6 g of chloroacetic acid in 50 ml of toluene over a 45 minute period. A solution of 65.5 g of 1-(hexadecyloxy)-3-[(4-methoxyphenyl)diphenylmethoxy]-2-propanol in 100 ml of toluene was added over 30 minutes. The mixture was refluxed for 65 hours, poured into water and acidified to pH 4. The mixture was extracted with ether. The ether solution was dried and evaporated. The residue was purified by chromato... Starting materials: N1=CC=CC2=CC(=CC=C12)CC1=NN=C2N1N=C(C=C2)C(C)=O (1-(3-(quinolin-6-ylmethyl)-[1,2,4]triazolo[4,3-b]pyridazin-6-yl)ethanone), Cl.N(N)C(=O)N (hydrazinecarboxamide hydrochloride). The solvent is CO (MeOH). Product: N1=CC=CC2=CC(=CC=C12)CC1=NN=C2N1N=C(C=C2)\C(\C)=N\NC(=O)N ((E)-2-(1-(3-(Quinolin-6-ylmethyl)-[1,2,4]-triazolo[4,3-b]pyridazin-6-yl)ethylidene)-hydrazinecarboxamide). Isolated yield 84.5%. As a reaction SMILES: [N:1]1[C:10]2[C:5](=[CH:6][C:7]([CH2:11][C:12]3[N:16]4[N:17]=[C:18]([C:21](=O)[CH3:22])[CH:19]=[CH:20][C:15]4=[N:14][N:13]=3)=[CH:8][CH:9]=2)[CH:4]=[CH:3][CH:2]=1.Cl.[NH:25]([C:27]([NH2:29])=[O:28])[NH2:26]>CO>[N:1]1[C:10]2[C:5](=[CH:6][C:7]([CH2:11][C:12]3[N:16]4[N:17]=[C:18](/[C:21](=[N:26]/[NH:25][C:27]([NH2:29])=[O:28])/[CH3:22])[CH:19]=[CH:20][C:15]4=[N:14][N:13]=3)=[CH:8][CH:9]=2)[CH:4]=[CH:3][CH:2]=1 |f:1.2|. Reported procedure: A solution of 1-(3-(quinolin-6-ylmethyl)-[1,2,4]triazolo[4,3-b]pyridazin-6-yl)ethanone (35 mg, 0.115 mmol) and hydrazinecarboxamide hydrochloride (17.32 mg, 0.231 mmol) in MeOH was stirred at room temperature for overnight. Solid was filtered and dried to provide the title compound as a light yellow solid (35 mg, 84%). 1H-NMR (400 MHz, DMSO-d6) δ ppm 9.90 (s, 1H), 9.10 (d, 1H), 8.79 (d, 1H), 8.37 (d, 1H), 8.17 (m, 3H), 8.03 (d, 1H), 7.83 (m, 1H), 6.85 (broad, 2H), 4.84 (s, 2H), 2.24 (s, 3H). LCM... Starting materials: CO, ClC(Cl)Cl, CC(NC(=O)Cc1cc(F)cc(F)c1)C(=O)O, COC(=O)C(N)CC1CCCCC1. Product: COC(=O)C(CC1CCCCC1)NC(=O)C(C)NC(=O)Cc1cc(F)cc(F)c1. As a reaction SMILES: [CH3:31][OH:32].[Cl:33][CH:34]([Cl:35])[Cl:36].[F:1][c:2]1[cH:3][c:4]([CH2:9][C:10](=[O:11])[NH:12][CH:13]([CH3:14])[C:15](=[O:16])[OH:17])[cH:5][c:6]([F:8])[cH:7]1.[NH2:18][CH:19]([C:20](=[O:21])[O:22][CH3:23])[CH2:24][CH:25]1[CH2:26][CH2:27][CH2:28][CH2:29][CH2:30]1>>[F:1][c:2]1[cH:3][c:4]([CH2:9][C:10](=[O:11])[NH:12][CH:13]([CH3:14])[C:15](=[O:17])[NH:18][CH:19]([C:20](=[O:21])[O:22][CH3:23])[CH2:24][CH:25]2[CH2:26][CH2:27][CH2:28][CH2:29][CH2:30]2)[cH:5][c:6]([F:8])[cH:7]1. Starting materials: [BH4-], CC(=O)c1cccc2[nH]c(CC3CCCCN3C(=O)c3nc(C)sc3-c3ccc(F)cc3)nc12, CO, [Na+], O. The product is Cc1nc(C(=O)N2CCCCC2Cc2nc3c(C(C)O)cccc3[nH]2)c(-c2ccc(F)cc2)s1. Reaction SMILES: [BH4-:1].[C:3]([CH3:4])(=[O:5])[c:6]1[cH:7][cH:8][cH:9][c:10]2[nH:11][c:12]([CH2:15][CH:16]3[N:17]([C:22](=[O:23])[c:24]4[n:25][c:26]([CH3:36])[s:27][c:28]4-[c:29]4[cH:30][cH:31][c:32]([F:35])[cH:33][cH:34]4)[CH2:18][CH2:19][CH2:20][CH2:21]3)[n:13][c:14]12.[CH3:38][OH:39].[Na+:2].[OH2:37]>>[CH:3]([CH3:4])([OH:5])[c:6]1[cH:7][cH:8][cH:9][c:10]2[nH:11][c:12]([CH2:15][CH:16]3[N:17]([C:22](=[O:23])[c:24]4[n:25][c:26]([CH3:36])[s:27][c:28]4-[c:29]4[cH:30][cH:31][c:32]([F:35])[cH:33][cH:34]4)[CH2:18][CH2:19][CH2:20][CH2:21]3)[n:13][c:14]12. Reaction SMILES: [CH2:1]([c:2]1[cH:3][cH:4][cH:5][cH:6][cH:7]1)[O:8][C:9]([CH:10]([CH2:11][c:12]1[cH:13][cH:14][c:15](-[c:18]2[cH:19][cH:20][cH:21][cH:22][cH:23]2)[cH:16][cH:17]1)[NH:24][C:25]([O:26][C:27]([CH3:28])([CH3:29])[CH3:30])=[O:31])=[O:32].[CH3:34][CH2:35][O:36][C:37](=[O:38])[CH3:39].[ClH:33]>>[CH2:1]([c:2]1[cH:3][cH:4][cH:5][cH:6][cH:7]1)[O:8][C:9]([CH:10]([CH2:11][c:12]1[cH:13][cH:14][c:15](-[c:18]2[cH:19][cH:20][cH:21][cH:22][cH:23]2)[cH:16][cH:17]1)[NH2:24])=[O:32].[ClH:33]. Reactants: CC(C)(C)OC(=O)NC(Cc1ccc(-c2ccccc2)cc1)C(=O)OCc1ccccc1, CCOC(C)=O, Cl. The product is NC(Cc1ccc(-c2ccccc2)cc1)C(=O)OCc1ccccc1, Cl.